Dataset: the Open Reaction Database (ORD), a public repository of structured organic reaction records. Task: describe an organic reaction: reactants, conditions, products, and yield Reactants: CC1(SCC(N1)C(=O)O)C(=O)O (2-methylthiazolidine-2,4-dicarboxylic acid), NC(CS)C(=O)O (DL-cysteine). Product: C(C)(=O)N1C(SCC1C(=O)O)(C(=O)O)C (N-acetyl-2-methylthiazolidine-2,4-dicarboxylic acid). Yield: 44.0%. As a reaction SMILES: [CH3:1][C:2]1([C:10]([OH:12])=[O:11])[NH:6][CH:5]([C:7]([OH:9])=[O:8])[CH2:4][S:3]1.N[CH:14]([C:17](O)=[O:18])CS>>[C:17]([N:6]1[CH:5]([C:7]([OH:9])=[O:8])[CH2:4][S:3][C:2]1([CH3:1])[C:10]([OH:12])=[O:11])(=[O:18])[CH3:14]. Reported procedure: By an operation similar to that in Synthetic Example 16 and using 2-methylthiazolidine-2,4-dicarboxylic acid synthesized from DL-cysteine by a method similar to that in Reference Example 1, N-acetyl-2-methylthiazolidine-2,4-dicarboxylic acid (cis form) was obtained as an amorphous substance (yield 44%). The reactants are N#Cc1ccc(CBr)cc1, NC(=O)C1CCCC1NS(=O)(=O)c1ccc(Cl)cc1. The product is N#Cc1ccc(CN(C2CCCC2C(N)=O)S(=O)(=O)c2ccc(Cl)cc2)cc1. As a reaction SMILES: [Br:20][CH2:21][c:22]1[cH:23][cH:24][c:25]([C:26]#[N:27])[cH:28][cH:29]1.[Cl:1][c:2]1[cH:3][cH:4][c:5]([S:8](=[O:9])(=[O:10])[NH:11][CH:12]2[CH:13]([C:17](=[O:18])[NH2:19])[CH2:14][CH2:15][CH2:16]2)[cH:6][cH:7]1>>[Cl:1][c:2]1[cH:3][cH:4][c:5]([S:8](=[O:9])(=[O:10])[N:11]([CH:12]2[CH:13]([C:17](=[O:18])[NH2:19])[CH2:14][CH2:15][CH2:16]2)[CH2:21][c:22]2[cH:23][cH:24][c:25]([C:26]#[N:27])[cH:28][cH:29]2)[cH:6][cH:7]1. Reactants: solution, C(CCC)[Li] (n-butyllithium), CI (methyl iodide), ClC1=CC=C(C=C1)C1(CCC1)CC#N (2-[1-(4-chlorophenyl)cyclobutyl]acetonitrile), CCOCC (ether), CCOCC (ether), C(C)(C)NC(C)C (di-isopropylamine), CI (methyl iodide). The solvent is CCCCCC (hexane), O1CCCC1 (tetrahydrofuran), O (water), O1CCCC1 (Tetrahydrofuran), O1CCCC1 (tetrahydrofuran), O1CCCC1 (tetrahydrofuran), O1CCCC1 (tetrahydrofuran). Reaction conditions: temperature -78 celsius, time 30 minute. Yields the product ClC1=CC=C(C=C1)C1(CCC1)C(C#N)(C)C (2-[1-(4-chlorophenyl)cyclobutyl]-2-methylpropionitrile). Reaction SMILES: [CH:1]([NH:4]C(C)C)(C)C.[CH2:8]([Li])CCC.[Cl:13][C:14]1[CH:19]=[CH:18][C:17]([C:20]2(CC#N)[CH2:23][CH2:22][CH2:21]2)=[CH:16][CH:15]=1.CI.CCO[CH2:32][CH3:33]>O1CCCC1.CCCCCC.O>[Cl:13][C:14]1[CH:15]=[CH:16][C:17]([C:20]2([C:32]([CH3:33])([CH3:8])[C:1]#[N:4])[CH2:23][CH2:22][CH2:21]2)=[CH:18][CH:19]=1. Procedure details: A solution of di-isopropylamine (16.5 g) in dry tetrahydrofuran (50 ml) was stirred under nitrogen at a temperature of 0° C. and a 1.6M solution of n-butyllithium in hexane (100 ml) added dropwise. The reaction mixture was stirred for 30 minutes and then cooled to -78° C. A solution of 2-[1-(4-chlorophenyl)cyclobutyl]acetonitrile (9.5 g) prepared as described above in dry tetrahydrofuran (25 ml) was added dropwise. The temperature of the mixture was allowed to rise to 0° C. and the mixture was s... Reactants: C(C)(C)(C)OC(=O)NC1=NC=CC(=C1C#CC1CN(CCC1)C(=O)OC(C)(C)C)Cl (tert-Butyl 3-((2-((tert-butoxycarbonyl)amino)-4-chloropyridin-3-yl)ethynyl)piperidine-1-carboxylate), CC(C)([O-])C.[K+] (potassium tert-butoxide), C1COCCOCCOCCOCCOCCO1 (18-crown-6). Run in C(C)(=O)OCC (ethyl acetate), C1(=CC=CC=C1)C (toluene). Run at temperature 65 celsius. Product: ClC1=C2C(=NC=C1)NC(=C2)C2CN(CCC2)C(=O)OC(C)(C)C (tert-butyl 3-(4-chloro-1H-pyrrolo[2,3-b]pyridin-2-yl)piperidine-1-carboxylate). As a reaction SMILES: C(OC([NH:8][C:9]1[C:14]([C:15]#[C:16][CH:17]2[CH2:22][CH2:21][CH2:20][N:19]([C:23]([O:25][C:26]([CH3:29])([CH3:28])[CH3:27])=[O:24])[CH2:18]2)=[C:13]([Cl:30])[CH:12]=[CH:11][N:10]=1)=O)(C)(C)C.CC(C)([O-])C.[K+].C1OCCOCCOCCOCCOCCOC1>C1(C)C=CC=CC=1.C(OCC)(=O)C>[Cl:30][C:13]1[CH:12]=[CH:11][N:10]=[C:9]2[NH:8][C:16]([CH:17]3[CH2:22][CH2:21][CH2:20][N:19]([C:23]([O:25][C:26]([CH3:29])([CH3:28])[CH3:27])=[O:24])[CH2:18]3)=[CH:15][C:14]=12 |f:1.2|. Procedure: To a solution of product of Example 1E (250 mg, 0.573 mmol) in toluene (5 mL) was added potassium tert-butoxide (161 mg, 1.434 mmol) followed by 18-crown-6 (15 mg, 0.057 mmol) and the mixture was heated at 65° C. for 12 hours. The mixture was dissolved in ethyl acetate (25 mL), washed with water and brine, and dried over anhydrous sodium sulfate. Filtration followed by concentration of the filtrate afforded crude product which was purified by column chromatography (silica gel, 40% ethyl acetate ... Run in CN(C=O)C (dimethylformamide). As a reaction SMILES: [CH3:1][O:2][C:3]1[CH:8]=[CH:7][C:6]([N+:9]([O-:11])=[O:10])=[CH:5][C:4]=1[OH:12].Cl.Cl[CH2:15][CH2:16][N:17]1[CH2:22][CH2:21][O:20][CH2:19][CH2:18]1.C([O-])([O-])=O.[Cs+].[Cs+]>CN(C)C=O>[CH3:1][O:2][C:3]1[CH:8]=[CH:7][C:6]([N+:9]([O-:11])=[O:10])=[CH:5][C:4]=1[O:12][CH2:15][CH2:16][N:17]1[CH2:22][CH2:21][O:20][CH2:19][CH2:18]1 |f:1.2,3.4.5|. Procedure details: 2-methoxy-5-nitrophenol (254 mg, 1.5 mmol, 1 eq.) was placed in dimethylformamide (3 mL) with 4-(2-chloro-ethyl)morpholine hydrochloride (837 mg, 4.5 mmol, 3 eq.), Cs2CO3 (3.4 g, 10.7 mmol, 7 eq.), KI (547 mg, 3.3 mmol, 2.2 eq.). The reaction mixture was heated at 80° C. and stirred for 20 hours. The reaction mixture was then concentrated under reduced pressure and the resulting residue was diluted with ethyl acetate. The organic phase was washed with a 1% NaOH aqueous solution, dried over MgSO4... Yield: 91.2%. Yields the product COC1=C(OCCN2CCOCC2)C=C(C=C1)[N+](=O)[O-] (4-(2-(2-methoxy-5-nitrophenoxy)ethyl)morpholine). Run at temperature 80 celsius, time 20 hour. The reactants are COC1=C(C=C(C=C1)[N+](=O)[O-])O (2-methoxy-5-nitrophenol), Cl.ClCCN1CCOCC1 (4-(2-chloro-ethyl)morpholine hydrochloride), C(=O)([O-])[O-].[Cs+].[Cs+] (Cs2CO3). Starting materials: [Al+3], C1CCOC1, CC1(C)CCCC(=CCO)C1, [H-], [H-], [H-], [H-], [Li+]. Product: CC=C1CCCC(C)(C)C1. RXN SMILES: [Al+3:13].[CH2:18]1[O:19][CH2:20][CH2:21][CH2:22]1.[CH3:1][C:2]1([CH3:11])[CH2:3][C:4](=[CH:8][CH2:9][OH:10])[CH2:5][CH2:6][CH2:7]1.[H-:12].[H-:15].[H-:16].[H-:17].[Li+:14]>>[CH3:1][C:2]1([CH3:11])[CH2:3][C:4](=[CH:8][CH3:9])[CH2:5][CH2:6][CH2:7]1.